This data is from the Open Reaction Database (ORD), a public repository of structured organic reaction records. The task is: describe an organic reaction: reactants, conditions, products, and yield Starting materials: C1CCOC1, COC(=O)Cc1cccc(Oc2ccc(C(F)(F)F)cc2C(OC)OC)c1, Cl. Product: COC(=O)Cc1cccc(Oc2ccc(C(F)(F)F)cc2C=O)c1. Reaction SMILES: [CH2:29]1[O:30][CH2:31][CH2:32][CH2:33]1.[CH3:1][O:2][C:3]([CH2:4][c:5]1[cH:6][c:7]([O:11][c:12]2[c:13]([CH:22]([O:23][CH3:26])[O:24][CH3:25])[cH:14][c:15]([C:18]([F:19])([F:20])[F:21])[cH:16][cH:17]2)[cH:8][cH:9][cH:10]1)=[O:27].[ClH:28]>>[CH3:1][O:2][C:3]([CH2:4][c:5]1[cH:6][c:7]([O:11][c:12]2[c:13]([CH:22]=[O:23])[cH:14][c:15]([C:18]([F:19])([F:20])[F:21])[cH:16][cH:17]2)[cH:8][cH:9][cH:10]1)=[O:27]. The reactants are [BH4-], CCO, [Na+], Cc1ccccc1-c1ccc(C=O)cn1. Yields the product Cc1ccccc1-c1ccc(CO)cn1. RXN SMILES: [BH4-:16].[CH3:18][CH2:19][OH:20].[Na+:17].[c:1]1([CH3:15])[c:2](-[c:7]2[n:8][cH:9][c:10]([CH:11]=[O:12])[cH:13][cH:14]2)[cH:3][cH:4][cH:5][cH:6]1>>[c:1]1([CH3:15])[c:2](-[c:7]2[n:8][cH:9][c:10]([CH2:11][OH:12])[cH:13][cH:14]2)[cH:3][cH:4][cH:5][cH:6]1. The reactants are ClC=1C(=NC2=CC=C(C=C2N1)C(=O)OC)C1=CC=C(C=C1)F (methyl 3-chloro-2-(4-fluorophenyl)quinoxaline-6-carboxylate), Cl.C[C@H]1NCCC1 ((R)-2-methylpyrrolidine hydrochloride), CCN(C(C)C)C(C)C (DIEA). Solvent: CS(=O)C (DMSO), O (water). Run at temperature 70 celsius, time 8 hour. Yields the product FC1=CC=C(C=C1)C1=NC2=CC=C(C=C2N=C1N1[C@@H](CCC1)C)C(=O)OC ((R)-methyl 2-(4-fluorophenyl)-3-(2-methylpyrrolidin-1-yl)quinoxaline-6-carboxylate). The yield is 55.3%. Reaction SMILES: Cl[C:2]1[C:3]([C:16]2[CH:21]=[CH:20][C:19]([F:22])=[CH:18][CH:17]=2)=[N:4][C:5]2[C:10]([N:11]=1)=[CH:9][C:8]([C:12]([O:14][CH3:15])=[O:13])=[CH:7][CH:6]=2.Cl.[CH3:24][C@@H:25]1[CH2:29][CH2:28][CH2:27][NH:26]1.CCN(C(C)C)C(C)C>CS(C)=O.O>[F:22][C:19]1[CH:20]=[CH:21][C:16]([C:3]2[C:2]([N:26]3[CH2:27][CH2:28][CH2:29][C@H:25]3[CH3:24])=[N:11][C:10]3[C:5](=[CH:6][CH:7]=[C:8]([C:12]([O:14][CH3:15])=[O:13])[CH:9]=3)[N:4]=2)=[CH:17][CH:18]=1 |f:1.2|. Procedure details: To a solution of methyl 3-chloro-2-(4-fluorophenyl)quinoxaline-6-carboxylate (150 mg, 0.47 mmol) in DMSO (2 mL), was added (R)-2-methylpyrrolidine hydrochloride (61 mg, 0.50 mmol) and DIEA (92 mg, 0.71 mmol). After stirring overnight at 70° C., the reaction mixture was dissolved in water (100 mL), extracted with dichloromethane (3×30 mL), dried over anhydrous magnesium sulfate, and concentrated under reduced pressure to afford a residue, which was purified via silica gel column chromatography (2... Starting materials: C(C(=C)C)(=O)OC(C(F)(F)C(=O)O)CC (1-hydroxycarbonyl-1,1-difluoro-2-butyl methacrylate), C1CCOC1 (THF), COCCl (chloromethyl methyl ether). The solvent is O (water). Reaction conditions: temperature 0 celsius, time 10 minute. Yields the product C(C(=C)C)(=O)OC(C(F)(F)C(=O)OCOC)CC (1-(methoxymethyl)oxycarbonyl-1,1-difluoro-2-butyl methacrylate). Isolated yield 83.0%. As a reaction SMILES: [C:1]([O:6][CH:7]([CH2:14][CH3:15])[C:8]([C:11]([OH:13])=[O:12])([F:10])[F:9])(=[O:5])[C:2]([CH3:4])=[CH2:3].C1[CH2:20][O:19][CH2:18]C1.COCCl>O>[C:1]([O:6][CH:7]([CH2:14][CH3:15])[C:8]([C:11]([O:13][CH2:18][O:19][CH3:20])=[O:12])([F:10])[F:9])(=[O:5])[C:2]([CH3:4])=[CH2:3]. Procedure details: Under nitrogen, a 20 mL reactor was charged with 70 mg (0.25 mmol) of 1-hydroxycarbonyl-1,1-difluoro-2-butyl methacrylate (purity: 78%) and 3 mL of THF (dehydrated one), followed by cooling to 0° C. Then, 65 μL (0.47 mmol, 1.9 eq) was added, followed by stirring at 0° C. for 10 min. Then, 30 μL (0.40 mmol, 1.6 eq) of chloromethyl methyl ether was added, followed by stirring at 0° C. for 20 min. Then, 5 mL of water was added to the reaction solution, followed by extraction with diisopropyl ether ... Starting materials: FC(C(=O)O)(F)F (Trifluoroacetic acid), OCCCOC1=CC=C(C(=O)N2CCC(CC2)N2C(=O)CCC3=CC=CC=C23)C=C1 (1-{1-[4-(3-hydroxypropoxy)benzoyl]-4-piperidinyl}-3,4-dihydrocarbostyril), O([Na])C#N (NaOCN), C1(=CC=CC=C1)C (toluene). Solvent: C(C)(=O)OCC (Ethyl acetate), C(Cl)(Cl)Cl (chloroform). Reaction conditions: time 8 hour. Product: C(N)(=O)OCCCOC1=CC=C(C(=O)N2CCC(CC2)N2C(=O)CCC3=CC=CC=C23)C=C1 (1-[4-(3-carbamoyloxypropoxy)benzoyl-4-piperidinyl}-3,4-dihydrocarbostyril). Isolated yield 26.6%. Reaction SMILES: FC(F)(F)C(O)=O.[OH:8][CH2:9][CH2:10][CH2:11][O:12][C:13]1[CH:37]=[CH:36][C:16]([C:17]([N:19]2[CH2:24][CH2:23][CH:22]([N:25]3[C:35]4[C:30](=[CH:31][CH:32]=[CH:33][CH:34]=4)[CH2:29][CH2:28][C:26]3=[O:27])[CH2:21][CH2:20]2)=[O:18])=[CH:15][CH:14]=1.[O:38]([C:40]#[N:41])[Na].C1(C)C=CC=CC=1>C(OCC)(=O)C.C(Cl)(Cl)Cl>[C:40]([O:8][CH2:9][CH2:10][CH2:11][O:12][C:13]1[CH:14]=[CH:15][C:16]([C:17]([N:19]2[CH2:20][CH2:21][CH:22]([N:25]3[C:35]4[C:30](=[CH:31][CH:32]=[CH:33][CH:34]=4)[CH2:29][CH2:28][C:26]3=[O:27])[CH2:23][CH2:24]2)=[O:18])=[CH:36][CH:37]=1)(=[O:38])[NH2:41]. Procedure: Trifluoroacetic acid (0.21 ml) is added dropwise with stirring to a mixture of 1-{1-[4-(3-hydroxypropoxy)benzoyl]-4-piperidinyl}-3,4-dihydrocarbostyril (0.51 g), NaOCN (0.16 g), toluene (5 ml) and chloroform (5 ml) at room temperature. After adding, the mixture is stirred at room temperature overnight. Ethyl acetate is added to the reaction mixture and the mixture is washed with saturated aqueous sodium hydrogen carbonate solution, water and saline solution successively and then dried with sodiu...